This data is from the Open Reaction Database (ORD), a public repository of structured organic reaction records. The task is: describe an organic reaction: reactants, conditions, products, and yield Product: O=C(NCCCN1Cc2ccccc2CC1Cc1ccc(F)cc1)Nc1ccccc1[N+](=O)[O-]. RXN SMILES: [F:1][c:2]1[cH:3][cH:4][c:5]([CH2:6][CH:7]2[N:8]([CH2:17][CH2:18][CH2:19][NH2:20])[CH2:9][c:10]3[cH:11][cH:12][cH:13][cH:14][c:15]3[CH2:16]2)[cH:21][cH:22]1.[N+:23](=[O:24])([O-:25])[c:26]1[c:27]([N:32]=[C:33]=[O:34])[cH:28][cH:29][cH:30][cH:31]1>>[F:1][c:2]1[cH:3][cH:4][c:5]([CH2:6][CH:7]2[N:8]([CH2:17][CH2:18][CH2:19][NH:20][C:33]([NH:32][c:27]3[c:26]([N+:23](=[O:24])[O-:25])[cH:31][cH:30][cH:29][cH:28]3)=[O:34])[CH2:9][c:10]3[cH:11][cH:12][cH:13][cH:14][c:15]3[CH2:16]2)[cH:21][cH:22]1. The reactants are NCCCN1Cc2ccccc2CC1Cc1ccc(F)cc1, O=C=Nc1ccccc1[N+](=O)[O-]. Starting materials: ClC(Cl)Cl, c1ccc(Oc2ccc(CC3NCCC4=C3CCCC4)cc2)cc1, O=CC(Cl)(Cl)Cl. Product: O=CN1CCC2=C(CCCC2)C1Cc1ccc(Oc2ccccc2)cc1. RXN SMILES: [CH:31]([Cl:32])([Cl:33])[Cl:34].[O:1]([c:2]1[cH:3][cH:4][cH:5][cH:6][cH:7]1)[c:8]1[cH:9][cH:10][c:11]([CH2:12][CH:13]2[NH:14][CH2:15][CH2:16][C:17]3=[C:22]2[CH2:21][CH2:20][CH2:19][CH2:18]3)[cH:23][cH:24]1.[O:25]=[CH:26][C:27]([Cl:28])([Cl:29])[Cl:30]>>[O:1]([c:2]1[cH:3][cH:4][cH:5][cH:6][cH:7]1)[c:8]1[cH:9][cH:10][c:11]([CH2:12][CH:13]2[N:14]([CH:26]=[O:25])[CH2:15][CH2:16][C:17]3=[C:22]2[CH2:21][CH2:20][CH2:19][CH2:18]3)[cH:23][cH:24]1. Starting materials: ice, FC1=C(C=C(C=C1)C1NC2=CC=C(C=C2CC1(C)C)C(=O)[O-])[N+](=O)[O-] (2-(4-fluoro-3-nitrophenyl)-3,3-dimethyl-1,2,3,4-tetrahydroquinoline-6-carboxylate), C1(CCCC1)C(=O)O (cyclopentanecarboxylic acid), C(C)(C)N(C(C)C)CC (N,N-diisopropyl ethylamine), P(=O)(Cl)(Cl)Cl (phosphorus oxychloride). Solvent: ClCCl (dichloromethane). Run at time 2.5 hour. The product is C1(CCCC1)C(=O)NC=1C=C(C=CC1F)C1NC2=CC=C(C=C2CC1(C)C)C(=O)OC (methyl 2-(3-(cyclopentanecarboxamido)-4-fluorophenyl)-3,3-dimethyl-1,2,3,4-tetrahydroquinoline-6-carboxylate). The yield is 90.0%. RXN SMILES: [F:1][C:2]1[CH:7]=[CH:6][C:5]([CH:8]2[C:17]([CH3:19])([CH3:18])[CH2:16][C:15]3[C:10](=[CH:11][CH:12]=[C:13]([C:20]([O-:22])=[O:21])[CH:14]=3)[NH:9]2)=[CH:4][C:3]=1[N+:23]([O-])=O.[CH:26]1([C:31]([OH:33])=O)[CH2:30][CH2:29][CH2:28][CH2:27]1.[CH:34](N(CC)C(C)C)(C)C.P(Cl)(Cl)(Cl)=O>ClCCl>[CH:26]1([C:31]([NH:23][C:3]2[CH:4]=[C:5]([CH:8]3[C:17]([CH3:19])([CH3:18])[CH2:16][C:15]4[C:10](=[CH:11][CH:12]=[C:13]([C:20]([O:22][CH3:34])=[O:21])[CH:14]=4)[NH:9]3)[CH:6]=[CH:7][C:2]=2[F:1])=[O:33])[CH2:30][CH2:29][CH2:28][CH2:27]1. Procedure: To an ice-cold mixture of 2-(4-fluoro-3-nitrophenyl)-3,3-dimethyl-1,2,3,4-tetrahydroquinoline-6-carboxylate (0.3 mmol, 1.0 eq.), cyclopentanecarboxylic acid (0.46 mmol, 1.5 eq.), N,N-diisopropyl ethylamine (0.6 mmol, 2.0 eq.) in dichloromethane (5 mL) was added a solution of phosphorus oxychloride (0.36 mmol, 1.2 eq.). Then the reaction mixture was stirred at room temperature for 2.5 hours. LC-MS indicated that the starting material was consumed completely. The reaction was quenched by 20 mL wat... The reactants are ClC1=C(C=C(C=C1C=O)C#N)NC1=NN2C(C(=N1)NC1CC1)=NC=C2C#N (2-((2-chloro-5-cyano-3-formylphenyl)amino)-4-(cyclopropylamino)imidazo[2,1-f][1,2,4]triazine-7-carbonitrile), CS(=O)(=O)N1CCNCC1 (1-(methylsulfonyl)piperazine), COC(OC)OC (trimethylorthoformate), C(C)(=O)O (acetic acid), C(#N)[BH3-].[Na+] (sodium cyanoborohydride), C(=O)(O)[O-].[Na+] (NaHCO3), C(#N)[BH3-].[Na+] (sodium cyanoborohydride). Solvent: CO (MeOH), C(Cl)Cl (DCM), C1CCOC1 (THF), C1CCOC1 (THF). Reaction conditions: time 15 minute. Yields the product ClC1=C(C=C(C=C1CN1CCN(CC1)S(=O)(=O)C)C#N)NC1=NN2C(C(=N1)NC1CC1)=NC=C2C#N (2-((2-chloro-5-cyano-3-((4-(methylsulfonyl)piperazin-1-yl)methyl)phenyl)amino)-4-(cyclopropylamino)imidazo[2,1-f][1,2,4]triazine-7-carbonitrile). Yield: 31.2%. Reaction SMILES: [Cl:1][C:2]1[C:7]([CH:8]=O)=[CH:6][C:5]([C:10]#[N:11])=[CH:4][C:3]=1[NH:12][C:13]1[N:18]=[C:17]([NH:19][CH:20]2[CH2:22][CH2:21]2)[C:16]2=[N:23][CH:24]=[C:25]([C:26]#[N:27])[N:15]2[N:14]=1.[CH3:28][S:29]([N:32]1[CH2:37][CH2:36][NH:35][CH2:34][CH2:33]1)(=[O:31])=[O:30].COC(OC)OC.C(O)(=O)C.C([BH3-])#N.[Na+].C([O-])(O)=O.[Na+]>CO.C(Cl)Cl.C1COCC1>[Cl:1][C:2]1[C:7]([CH2:8][N:35]2[CH2:36][CH2:37][N:32]([S:29]([CH3:28])(=[O:31])=[O:30])[CH2:33][CH2:34]2)=[CH:6][C:5]([C:10]#[N:11])=[CH:4][C:3]=1[NH:12][C:13]1[N:18]=[C:17]([NH:19][CH:20]2[CH2:22][CH2:21]2)[C:16]2=[N:23][CH:24]=[C:25]([C:26]#[N:27])[N:15]2[N:14]=1 |f:4.5,6.7|. Reported procedure: A solution of 2-((2-chloro-5-cyano-3-formylphenyl)amino)-4-(cyclopropylamino)imidazo[2,1-f][1,2,4]triazine-7-carbonitrile (Example 400) (18 mg, 0.048 mmol), 1-(methylsulfonyl)piperazine (9.5 mg, 0.058 mmol), trimethylorthoformate (0.027 mL, 0.242 mmol), and acetic acid (3 μL, 0.05 mmol) in a mixture of MeOH (0.5 mL) and DCM (0.5 mL) was stirred at room temperature for 15 min. A solution of sodium cyanoborohydride (0.097 mL, 1M in THF mL, 0.097 mmol) was added and the reaction was left stirring a... Starting materials: O.NC1=NN=NN1 (5-Aminotetrazole hydrate), Cl (HCl), [O-]C#N.[K+] (potassium cyanate). Solvent: O (water). Run at temperature 10 celsius, time 2 hour. The product is N1N=NN=C1NC(=O)N (N-(Tetrazol-5-yl) urea). RXN SMILES: O.[NH2:2][C:3]1[NH:7][N:6]=[N:5][N:4]=1.Cl.[O-:9][C:10]#[N:11].[K+]>O>[NH:4]1[C:3]([NH:2][C:10]([NH2:11])=[O:9])=[N:7][N:6]=[N:5]1 |f:0.1,3.4|. Procedure details: 5-Aminotetrazole hydrate (10.3 g, 0.1 mole) was slurried into 150 ml of water containing 10 ml of 37 percent HCl. A solution of potassium cyanate (10 g, 0.12 mole) was added at ambient temperature over the course of one hour. When a slight exotherm began, the solution was cooled to 10° C. The mixture was stirred two hours, filtered and recrystallized from ethanol. Reactants: CN1CCC(=CC1)C1=CNC2=CC=C(C=C12)OC(F)(F)F (3-(1-methyl-1,2,3,6-tetrahydro-4-pyridinyl)-5-trifluoromethoxy-1H-indole), ClC1=C(C(=O)Cl)C(=CC=C1)Cl (2,6-dichlorobenzoyl chloride). Procedure details: (14.3 mg, 43%); from 3-(1-methyl-1,2,3,6-tetrahydro-4-pyridinyl)-5-trifluoromethoxy-1H-indole (Example 4h, 20 mg, 0.068 mmol) and 2,6-dichlorobenzoyl chloride (22.4 mg, 0.107 mmol), HRMS-FAB+ for C22H17N2O2ClF3, calculated MH+ : 469.06973; found: 469.07199. As a reaction SMILES: [CH3:1][N:2]1[CH2:7][CH:6]=[C:5]([C:8]2[C:16]3[C:11](=[CH:12][CH:13]=[C:14]([O:17][C:18]([F:21])([F:20])[F:19])[CH:15]=3)[NH:10][CH:9]=2)[CH2:4][CH2:3]1.[Cl:22][C:23]1[CH:31]=[CH:30][CH:29]=[C:28]([Cl:32])[C:24]=1[C:25](Cl)=[O:26]>>[Cl:22][C:23]1[CH:31]=[CH:30][CH:29]=[C:28]([Cl:32])[C:24]=1[C:25]([N:10]1[C:11]2[C:16](=[CH:15][C:14]([O:17][C:18]([F:21])([F:19])[F:20])=[CH:13][CH:12]=2)[C:8]([C:5]2[CH2:4][CH2:3][N:2]([CH3:1])[CH2:7][CH:6]=2)=[CH:9]1)=[O:26]. The product is ClC1=C(C(=O)N2C=C(C3=CC(=CC=C23)OC(F)(F)F)C=2CCN(CC2)C)C(=CC=C1)Cl (1-(2,6-Dichlorobenzoyl)-3-(1-methyl-1,2,3,6-tetrahydro-4-pyridinyl)-5-trifluoromethoxyindole). The reactants are Cc1c(OC2CCCCO2)cc2c(c1C)OC(C)(CCCO)CC2, ClCCl, O=[Cr](=O)([O-])Cl, c1cc[nH+]cc1. The product is Cc1c(OC2CCCCO2)cc2c(c1C)OC(C)(CCC=O)CC2. Reaction SMILES: [CH3:1][C:2]1([CH2:21][CH2:22][CH2:23][OH:24])[O:3][c:4]2[c:5]([CH3:20])[c:6]([CH3:19])[c:7]([O:12][CH:13]3[O:14][CH2:15][CH2:16][CH2:17][CH2:18]3)[cH:8][c:9]2[CH2:10][CH2:11]1.[Cl:36][CH2:37][Cl:38].[O:25]=[Cr:26]([Cl:27])([O-:28])=[O:29].[nH+:30]1[cH:31][cH:32][cH:33][cH:34][cH:35]1>>[CH3:1][C:2]1([CH2:21][CH2:22][CH:23]=[O:24])[O:3][c:4]2[c:5]([CH3:20])[c:6]([CH3:19])[c:7]([O:12][CH:13]3[O:14][CH2:15][CH2:16][CH2:17][CH2:18]3)[cH:8][c:9]2[CH2:10][CH2:11]1.